This data is from the Open Reaction Database (ORD), a public repository of structured organic reaction records. The task is: describe an organic reaction: reactants, conditions, products, and yield Starting materials: C(CCC)OC(=O)C=1N=C(C2=CC=C(C=C2C1O)OC=1C=CC2=C(CCO2)C1)C#N (1-cyano-6-(2,3-dihydro-benzofuran-5-yloxy)-4-hydroxy-isoquinoline-3-carboxylic acid butyl ester), NCC(=O)O (glycine). Product: C(#N)C1=NC(=C(C2=CC(=CC=C12)OC=1C=CC2=C(CCO2)C1)O)C(=O)NCC(=O)O ({[1-Cyano-6-(2,3-dihydro-benzofuran-5-yloxy)-4-hydroxy-isoquinoline-3-carbonyl]-amino}-acetic acid). RXN SMILES: C(O[C:6]([C:8]1[N:9]=[C:10]([C:29]#[N:30])[C:11]2[C:16]([C:17]=1[OH:18])=[CH:15][C:14]([O:19][C:20]1[CH:21]=[CH:22][C:23]3[O:27][CH2:26][CH2:25][C:24]=3[CH:28]=1)=[CH:13][CH:12]=2)=[O:7])CCC.[NH2:31][CH2:32][C:33]([OH:35])=[O:34]>>[C:29]([C:10]1[C:11]2[C:16](=[CH:15][C:14]([O:19][C:20]3[CH:21]=[CH:22][C:23]4[O:27][CH2:26][CH2:25][C:24]=4[CH:28]=3)=[CH:13][CH:12]=2)[C:17]([OH:18])=[C:8]([C:6]([NH:31][CH2:32][C:33]([OH:35])=[O:34])=[O:7])[N:9]=1)#[N:30]. Procedure details: Prepared in analogy to example 31h from 1-cyano-6-(2,3-dihydro-benzofuran-5-yloxy)-4-hydroxy-isoquinoline-3-carboxylic acid butyl ester and glycine. ESI MS (m/z): 404 (M−H)−. Reactants: FC(C1=CC(=NC=2N1N=CC2C(=O)O)C2=CC=C(C=C2)C(F)(F)F)F (7-difluoromethyl-5-(4-trifluoromethyl-phenyl)-pyrazolo[1,5-a]pyrimidine-3-carboxylic acid), ClC=1SC(=CC1N)S(=O)(=O)N1CCN(CC1)C (2-chloro-5-(4-methyl-piperazine-1-sulfonyl)-thiophen-3-ylamine). The product is ClC=1SC(=CC1NC(=O)C=1C=NN2C1N=C(C=C2C(F)F)C2=CC=C(C=C2)C(F)(F)F)S(=O)(=O)N2CCN(CC2)C (7-Difluoromethyl-5-(4-trifluoromethyl-phenyl)-pyrazolo[1,5-a]pyrimidine-3-carboxylic acid [2-chloro-5-(4-methyl-piperazine-1-sulfonyl)-thiophen-3-yl]-amide). Reaction SMILES: [F:1][CH:2]([F:25])[C:3]1[N:8]2[N:9]=[CH:10][C:11]([C:12]([OH:14])=O)=[C:7]2[N:6]=[C:5]([C:15]2[CH:20]=[CH:19][C:18]([C:21]([F:24])([F:23])[F:22])=[CH:17][CH:16]=2)[CH:4]=1.[Cl:26][C:27]1[S:28][C:29]([S:33]([N:36]2[CH2:41][CH2:40][N:39]([CH3:42])[CH2:38][CH2:37]2)(=[O:35])=[O:34])=[CH:30][C:31]=1[NH2:32]>>[Cl:26][C:27]1[S:28][C:29]([S:33]([N:36]2[CH2:41][CH2:40][N:39]([CH3:42])[CH2:38][CH2:37]2)(=[O:34])=[O:35])=[CH:30][C:31]=1[NH:32][C:12]([C:11]1[CH:10]=[N:9][N:8]2[C:3]([CH:2]([F:1])[F:25])=[CH:4][C:5]([C:15]3[CH:20]=[CH:19][C:18]([C:21]([F:23])([F:22])[F:24])=[CH:17][CH:16]=3)=[N:6][C:7]=12)=[O:14]. Procedure details: The title compound was prepared from 7-difluoromethyl-5-(4-trifluoromethyl-phenyl)-pyrazolo[1,5-a]pyrimidine-3-carboxylic acid (example C.1) and 2-chloro-5-(4-methyl-piperazine-1-sulfonyl)-thiophen-3-ylamine (example B.22) according to general procedure II. Solvent: C1(=CC=CC=C1)C (toluene). Run at time 24 hour. Reactants: [N+](=O)([O-])C=1C=CC2=C(C(OC(=N2)C2=CC=C(C=C2)C(C)(C)C)=O)C1 (6-nitro-2-[4-t-butylphenyl]-4H-3,1-benzoxazin-4-one), NC1=CC=C2C=NNC2=C1 (6-aminoindazole). As a reaction SMILES: [N+:1]([C:4]1[CH:5]=[CH:6][C:7]2[N:12]=[C:11]([C:13]3[CH:18]=[CH:17][C:16]([C:19]([CH3:22])([CH3:21])[CH3:20])=[CH:15][CH:14]=3)[O:10][C:9](=[O:23])[C:8]=2[CH:24]=1)([O-:3])=[O:2].[NH2:25][C:26]1[CH:34]=[C:33]2[C:29]([CH:30]=[N:31][NH:32]2)=[CH:28][CH:27]=1>C1(C)C=CC=CC=1>[C:19]([C:16]1[CH:17]=[CH:18][C:13]([C:11]([NH:12][C:7]2[CH:6]=[CH:5][C:4]([N+:1]([O-:3])=[O:2])=[CH:24][C:8]=2[C:9]([NH:25][C:26]2[CH:34]=[C:33]3[C:29]([CH:30]=[N:31][NH:32]3)=[CH:28][CH:27]=2)=[O:23])=[O:10])=[CH:14][CH:15]=1)([CH3:20])([CH3:22])[CH3:21]. The yield is 42.2%. Yields the product C(C)(C)(C)C1=CC=C(C(=O)NC2=C(C(=O)NC3=CC=C4C=NNC4=C3)C=C(C=C2)[N+](=O)[O-])C=C1 (2-[(4-t-Butylbenzoyl)amino]-N-(6-indazolyl)-5-nitrobenzamide). Procedure: To a stirring solution of 6-nitro-2-[4-t-butylphenyl]-4H-3,1-benzoxazin-4-one (1.5 g, 4.62 mmol) in toluene (25 mL) was added 6-aminoindazole (560 mg, 4.2 mmol) and the solution was heated to reflux. After about 24 h, the solution was cooled, filtered and the solid was washed with diethyl ether. The product was then chromatographed over silica gel, eluting with 25% ethyl acetate/hexanes. The product containing fractions were combined and concentrated in vacuo to give 810 mg (42%) of pale yellow ... Reactants: C([O-])(O)=O.[Na+] (sodium bicarbonate), C(C)(C)(C)OC(OC(C)(C)C)=O (di-tert-butyl-carbonate), BrC1=C(C=C(CNCCC(C)C)C=C1)C ((4-bromo-3-methyl-benzyl)-(3-methyl-butyl)-amine). Run in C(C)(=O)OCC (ethyl acetate). Run at temperature 50 celsius, time 2 hour. Product: C(C)(C)(C)OC(N(CCC(C)C)CC1=CC(=C(C=C1)Br)C)=O ((4-Bromo-3-methyl-benzyl)-(3-methyl-butyl)-carbamic acid tert-butyl ester). Reaction SMILES: [Br:1][C:2]1[CH:14]=[CH:13][C:5]([CH2:6][NH:7][CH2:8][CH2:9][CH:10]([CH3:12])[CH3:11])=[CH:4][C:3]=1[CH3:15].C(=O)(O)[O-].[Na+].[C:21]([O:25][C:26](=O)[O:27]C(C)(C)C)([CH3:24])([CH3:23])[CH3:22]>C(OCC)(=O)C>[C:21]([O:25][C:26](=[O:27])[N:7]([CH2:6][C:5]1[CH:13]=[CH:14][C:2]([Br:1])=[C:3]([CH3:15])[CH:4]=1)[CH2:8][CH2:9][CH:10]([CH3:12])[CH3:11])([CH3:24])([CH3:23])[CH3:22] |f:1.2|. Reported procedure: (4-bromo-3-methyl-benzyl)-(3-methyl-butyl)-amine (I-2b: 13.7 g) was dissolved in 100 mL of ethyl acetate and treated with 200 mL of a saturated aqueous sodium bicarbonate solution and di-tert-butyl-carbonate (14.3 g, 65.5 mmol). The reaction mixture was stirred at 50° C. for 2 hours before cooling to room temperature and the aqueous phase extracted with ethyl acetate. The combined organic phases were washed with brine, dried over sodium sulfate, filtered and concentrated to provide the title com... The reactants are nucleoside, anhydronucleoside, anhydronucleoside, [C@@H]1(C[C@H](O)[C@@H](CO)O1)N1C(=O)NC(=O)C(C)=C1 (thymidine), C1(=CC=CC=C1)P(C1=CC=CC=C1)C1=CC=CC=C1 (triphenylphosphine). Product: CC1=CN2[C@H]3C[C@H]([C@H](O3)CO)OC2=NC1=O (anhydrothymidine). As a reaction SMILES: [C@@H:1]1([N:9]2[CH:17]=[C:15]([CH3:16])[C:13](=[O:14])[NH:12][C:10]2=[O:11])[O:8][C@H:5]([CH2:6][OH:7])[C@@H:3](O)[CH2:2]1.C1(P(C2C=CC=CC=2)C2C=CC=CC=2)C=CC=CC=1>>[CH3:16][C:15]1[C:13](=[O:14])[N:12]=[C:10]2[N:9]([C@@H:1]3[O:8][C@H:5]([CH2:6][OH:7])[C@H:3]([O:11]2)[CH2:2]3)[CH:17]=1. Reported procedure: There are a variety of known techniques for converting a nucleoside into an anhydronucleoside. For example, the anhydronucleoside can be prepared by mixing thymidine with triphenylphosphine and azeotropically drying with portions of acetonitrile (MeCN). The resulting mass is suspended in MeCN and then cooled. The mixture is rapidly stirred and diisopropylazodicarcobxylate in MeCN is added dropwise to the mixture. The resulting mixture is treated with water to form a suspension that is filtered t...